This data is from the Open Reaction Database (ORD), a public repository of structured organic reaction records. The task is: describe an organic reaction: reactants, conditions, products, and yield Reaction SMILES: [OH:1][C:2]1[CH:7]=[C:6]([OH:8])[CH:5]=[CH:4][C:3]=1[CH:9]1[CH2:14][CH2:13][CH2:12][C:11](=O)[CH2:10]1.Cl.[O:17]([NH2:19])C.[C:20]([O-])(=O)C.[Na+].O(N)C>C(O)C>[CH3:20][O:1][C:2]1[CH:7]=[C:6]([OH:8])[CH:5]=[CH:4][C:3]=1[CH:9]1[CH2:14][CH2:13][CH2:12][C:11](=[N:19][OH:17])[CH2:10]1 |f:1.2,3.4|. The product is COC1=C(C=CC(=C1)O)C1CC(CCC1)=NO ((±)-O-Methyl-3-(2,4-dihydroxyphenyl)cyclohexanone oxime). Procedure: (±)-3-(2,4-Dihydroxyphenyl)cyclohexanone (22 mg), methoxylamine hydrochloride (18 mg) and sodium acetate (18 mg) were heated under reflux in ethanol. After 6 hr, further methoxylamine (36 mg) and sodium acetate (36 mg) were added and the mixture heated under reflux for a further 1 hr. The reaction mixture was evaporated in vacuo and the residue was partitioned between ethyl acetate (20 ml) and water (20 ml). The aqueous layer was extracted with ethyl acetate (2×20 ml), and the combined organic e... Solvent: C(C)O (ethanol). Conditions: time 6 hour. Starting materials: OC1=C(C=CC(=C1)O)C1CC(CCC1)=O ((±)-3-(2,4-Dihydroxyphenyl)cyclohexanone), Cl.O(C)N (methoxylamine hydrochloride), C(C)(=O)[O-].[Na+] (sodium acetate), O(C)N (methoxylamine), C(C)(=O)[O-].[Na+] (sodium acetate). The reactants are CN([SiH](C)C)[Si](C)(C)C, CN(C)P(=O)(N(C)C)N(C)C, Cc1ccccc1, Cc1nnc(S)s1. The product is Cc1nnc(S[Si](C)(C)C)s1. Reaction SMILES: [CH3:15][SiH:16]([CH3:17])[N:22]([Si:18]([CH3:19])([CH3:20])[CH3:21])[CH3:23].[CH3:24][N:25]([CH3:26])[P:27](=[O:28])([N:29]([CH3:30])[CH3:31])[N:32]([CH3:33])[CH3:34].[CH3:8][c:9]1[cH:10][cH:11][cH:12][cH:13][cH:14]1.[SH:1][c:2]1[n:3][n:4][c:5]([CH3:7])[s:6]1>>[S:1]([c:2]1[n:3][n:4][c:5]([CH3:7])[s:6]1)[Si:18]([CH3:19])([CH3:20])[CH3:21]. The reactants are BrCC(=O)OC(C)(C)C (tert-butyl bromoacetate), [OH-].[Na+] (sodium hydroxide), COCC1=C(C=CC(=C1)C1=NC(=NO1)C=1C=C(C=CC1)CO)C1=C(C=CC=C1)C ((3-{5-[2-(methoxymethyl)-2′-methylbiphenyl-4-yl]-1,2,4-oxadiazol-3-yl}phenyl)methanol), aqueous solution. Reagents/catalysts: S(=O)(=O)(O)[O-].C(CCC)[N+](CCCC)(CCCC)CCCC (tetrabutylammonium hydrogen sulfate). The solvent is C1(=CC=CC=C1)C (toluene). Conditions: time 45 minute. The product is COCC1=C(C=CC(=C1)C1=NC(=NO1)C=1C=C(COCC(=O)OC(C)(C)C)C=CC1)C1=C(C=CC=C1)C (tert-butyl [(3-{5-[2-(methoxymethyl)-2′-methylbiphenyl-4-yl]-1,2,4-oxadiazol-3-yl}benzyl)oxy]acetate). Reaction SMILES: [CH3:1][O:2][CH2:3][C:4]1[CH:9]=[C:8]([C:10]2[O:14][N:13]=[C:12]([C:15]3[CH:16]=[C:17]([CH2:21][OH:22])[CH:18]=[CH:19][CH:20]=3)[N:11]=2)[CH:7]=[CH:6][C:5]=1[C:23]1[CH:28]=[CH:27][CH:26]=[CH:25][C:24]=1[CH3:29].Br[CH2:31][C:32]([O:34][C:35]([CH3:38])([CH3:37])[CH3:36])=[O:33].[OH-].[Na+]>C1(C)C=CC=CC=1.S([O-])(O)(=O)=O.C([N+](CCCC)(CCCC)CCCC)CCC>[CH3:1][O:2][CH2:3][C:4]1[CH:9]=[C:8]([C:10]2[O:14][N:13]=[C:12]([C:15]3[CH:16]=[C:17]([CH:18]=[CH:19][CH:20]=3)[CH2:21][O:22][CH2:31][C:32]([O:34][C:35]([CH3:38])([CH3:37])[CH3:36])=[O:33])[N:11]=2)[CH:7]=[CH:6][C:5]=1[C:23]1[CH:28]=[CH:27][CH:26]=[CH:25][C:24]=1[CH3:29] |f:2.3,5.6|. Procedure details: To a solution of (3-{5-[2-(methoxymethyl)-2′-methylbiphenyl-4-yl]-1,2,4-oxadiazol-3-yl}phenyl)methanol, prepared as in example 159, step 1, (500 mg, 1.29 mmol) in toluene (10 mL) were added tert-butyl bromoacetate (215 μl, 1.45 mmol) and tetrabutylammonium hydrogen sulfate (45 mg, 0.13 mmol), followed by a 33% aqueous solution of sodium hydroxide (10 mL). The biphasic mixture was stirred strongly at RT for 45 minutes. The aqueous layer was removed. The organic layer was diluted with Et2O (20 mL)... Starting materials: C([O-])([O-])=O.[K+].[K+] (potassium carbonate), ClC1=NC=C(C=C1)[N+](=O)[O-] (2-chloro-5-nitropyridine), CC1NCCNC1 (2-methylpiperazine). The solvent is CN(C=O)C (dimethylformamide), CN(C=O)C (dimethylformamide). Reaction conditions: time 1 hour. The product is CC1CN(CCN1)C1=NC=C(C=C1)[N+](=O)[O-] (3-Methyl-1-(5-nitropyridin-2-yl)piperazine). As a reaction SMILES: C(=O)([O-])[O-].[K+].[K+].Cl[C:8]1[CH:13]=[CH:12][C:11]([N+:14]([O-:16])=[O:15])=[CH:10][N:9]=1.[CH3:17][CH:18]1[CH2:23][NH:22][CH2:21][CH2:20][NH:19]1>CN(C)C=O>[CH3:17][CH:18]1[NH:19][CH2:20][CH2:21][N:22]([C:8]2[CH:13]=[CH:12][C:11]([N+:14]([O-:16])=[O:15])=[CH:10][N:9]=2)[CH2:23]1 |f:0.1.2|. Reported procedure: 872 mg (6.31 mmol) of potassium carbonate were added to a solution of 500 mg (3.15 mmol) of 2-chloro-5-nitropyridine in 7 ml of dimethylformamide. After that, a solution of 350 mg (3.32 mmol) of 2-methylpiperazine in 3 ml of dimethylformamide was slowly added dropwise to the reaction mixture while cooling with ice (exothermic reaction). The reaction mixture was stirred for 1 hour while cooling with ice and then stirred overnight at room temperature. After the solvent had been evaporated to dryne... The reactants are FC12S(C(C(=N[C@@]1(C1=C(OCC2)C=CC(=C1)[N+](=O)[O-])C)NC(OC(C)(C)C)=O)(C)C)(=O)=O (tert-butyl ((11bR)-4a-fluoro-3,3,11b-trimethyl-10-nitro-4,4-dioxido-4a,5,6,11b-tetrahydro-3H-benzo[6,7]oxepino[4,5-b][1,4]thiazin-2-yl)carbamate). The reagents and catalysts are [Pd] (Pd/C). The solvent is CCOC(=O)C (EtOAc), CO (MeOH). Reaction conditions: time 17 hour. The product is NC=1C=CC2=C([C@@]3(C(S(C(C(=N3)NC(OC(C)(C)C)=O)(C)C)(=O)=O)(CCO2)F)C)C1 (tert-butyl ((11bR)-10-amino-4a-fluoro-3,3,11b-trimethyl-4,4-dioxido-4a,5,6,11b-tetrahydro-3H-benzo[6,7]oxepino[4,5-b][1,4]thiazin-2-yl)carbamate). The yield is 84.3%. Reaction SMILES: [F:1][C:2]12[CH2:12][CH2:11][O:10][C:9]3[CH:13]=[CH:14][C:15]([N+:17]([O-])=O)=[CH:16][C:8]=3[C@@:7]1([CH3:20])[N:6]=[C:5]([NH:21][C:22](=[O:28])[O:23][C:24]([CH3:27])([CH3:26])[CH3:25])[C:4]([CH3:30])([CH3:29])[S:3]2(=[O:32])=[O:31]>CCOC(C)=O.CO.[Pd]>[NH2:17][C:15]1[CH:14]=[CH:13][C:9]2[O:10][CH2:11][CH2:12][C:2]3([F:1])[S:3](=[O:32])(=[O:31])[C:4]([CH3:30])([CH3:29])[C:5]([NH:21][C:22](=[O:28])[O:23][C:24]([CH3:25])([CH3:26])[CH3:27])=[N:6][C@:7]3([CH3:20])[C:8]=2[CH:16]=1. Procedure details: A round bottom flask was charged with Pd/C (0.020 g, 0.019 mmol) and put under a nitrogen atmosphere. A solution of tert-butyl ((11bR)-4a-fluoro-3,3,11b-trimethyl-10-nitro-4,4-dioxido-4a,5,6,11b-tetrahydro-3H-benzo[6,7]oxepino[4,5-b][1,4]thiazin-2-yl)carbamate (0.090 g, 0.191 mmol) in EtOAc (477 μl) and MeOH (477 μl) was added via syringe and the flask was evacuated and filled with hydrogen. The mixture was stirred at RT under hydrogen atmosphere for 17 hours. The mixture was filtered through Ce... Reactants: Na2SO4.10H2O, solution, [H-].[Al+3].[Li+].[H-].[H-].[H-] (lithium aluminum hydride), C(C)OC(=O)C1=NN2C(C(NCC2)=O)=C1Cl (3-chloro-4-oxo-4,5,6,7-tetrahydro-pyrazolo[1,5-a]pyrazine-2-carboxylic acid ethyl ester). Solvent: C1CCOC1 (THF), CCOC(=O)C (AcOEt). Run at time 2 hour. The product is ClC=1C(=NN2C1C(NCC2)=O)CO (3-chloro-2-hydroxymethyl-6,7-dihydro-5H-pyrazolo[1,5-a]pyrazin-4-one). The yield is 78.8%. Reaction SMILES: [H-].[Al+3].[Li+].[H-].[H-].[H-].C([O:9][C:10]([C:12]1[C:21]([Cl:22])=[C:15]2[C:16](=[O:20])[NH:17][CH2:18][CH2:19][N:14]2[N:13]=1)=O)C>C1COCC1.CCOC(C)=O>[Cl:22][C:21]1[C:12]([CH2:10][OH:9])=[N:13][N:14]2[CH2:19][CH2:18][NH:17][C:16](=[O:20])[C:15]=12 |f:0.1.2.3.4.5|. Procedure details: A 1M solution of lithium aluminum hydride was added to a stirred solution of 3-chloro-4-oxo-4,5,6,7-tetrahydro-pyrazolo[1,5-a]pyrazine-2-carboxylic acid ethyl ester (0.37 g, 1.51 mmol) in THF (15 mL) at 0° C. The mixture was stirred at room temperature for 2 hours and then diluted with AcOEt. Na2SO4.10H2O was added at 0° C. and the mixture stirred for 15 minutes at 0° C., filtered through a pad of diatomaceous earth and then washed with additional THF. The solvents were evaporated in vacuo to yi...